Dataset: the Open Reaction Database (ORD), a public repository of structured organic reaction records. Task: describe an organic reaction: reactants, conditions, products, and yield The reactants are c1ccc(CNC2CCC3(CC2)OCCO3)cc1, CCO. Yields the product NC1CCC2(CC1)OCCO2. As a reaction SMILES: [CH2:1]([c:2]1[cH:3][cH:4][cH:5][cH:6][cH:7]1)[NH:8][CH:9]1[CH2:10][CH2:11][C:12]2([O:13][CH2:14][CH2:15][O:16]2)[CH2:17][CH2:18]1.[CH3:19][CH2:20][OH:21]>>[NH2:8][CH:9]1[CH2:10][CH2:11][C:12]2([O:13][CH2:14][CH2:15][O:16]2)[CH2:17][CH2:18]1. Reactants: CS(=O)(=O)Cl, CNc1ccc(C(=O)OC)cc1, ClCCl, c1ccncc1. The product is COC(=O)c1ccc(N(C)S(C)(=O)=O)cc1. As a reaction SMILES: [CH3:19][S:20]([Cl:21])(=[O:22])=[O:23].[CH3:1][NH:2][c:3]1[cH:4][cH:5][c:6]([C:7](=[O:8])[O:9][CH3:10])[cH:11][cH:12]1.[Cl:24][CH2:25][Cl:26].[cH:13]1[cH:14][cH:15][n:16][cH:17][cH:18]1>>[CH3:1][N:2]([c:3]1[cH:4][cH:5][c:6]([C:7](=[O:8])[O:9][CH3:10])[cH:11][cH:12]1)[S:20]([CH3:19])(=[O:22])=[O:23].